Dataset: the Open Reaction Database (ORD), a public repository of structured organic reaction records. Task: describe an organic reaction: reactants, conditions, products, and yield The reactants are ClC1=CC=C(C=C1)Cl (1,4-dichlorobenzene), [1,3 -bis(diphenylphosphino)propane]Ni(II) chloride, solution, C(CCCCC)[Mg]Br (n-hexylmagnesium bromide). Run in CCOCC (ether), CCOCC (ether). Run at temperature 0 celsius, time 24 hour. The product is C(CCCCC)C1=CC=C(C=C1)CCCCCC (1,4-dihexylbenzene). Reaction SMILES: Cl[C:2]1[CH:7]=[CH:6][C:5](Cl)=[CH:4][CH:3]=1.[CH2:9]([Mg]Br)[CH2:10][CH2:11][CH2:12][CH2:13][CH3:14]>CCOCC>[CH2:9]([C:2]1[CH:7]=[CH:6][C:5]([CH2:6][CH2:7][CH2:2][CH2:3][CH2:4][CH3:5])=[CH:4][CH:3]=1)[CH2:10][CH2:11][CH2:12][CH2:13][CH3:14]. Procedure: A 2 L round-bottomed flask is charged with 1,4-dichlorobenzene (118 g, 0.80 mol), [1,3 -bis(diphenylphosphino)propane]Ni(II) chloride (500 mg, 0.9 mmol), and dry ether (600 mL). The mixture is cooled to 0° C. and a 2 M solution of n-hexylmagnesium bromide in ether (1 L) is added dropwise. The cooling bath is removed, and the solution is slowly heated to reflux and allowed to boil for 24 h. The mixture is cooled to 0° C. and diluted with water (50 mL) and then with a 2 M aqueous hydrochloric acid... The reactants are C(C)(C)(C)OC(N(C1=CC=NC=C1)CCOC1=CC(=CC(=C1)C(N(C1CC1)CCC#N)=O)Cl)=O ((2-{3-chloro-5-[(2-cyano-ethyl)-cyclopropyl-carbamoyl]-phenoxy}-ethyl)-pyridin-4-yl-carbamic acid tert-butyl ester), FC(C(=O)O)(F)F (trifluoroacetic acid). Run in ClCCl (dichloromethane). Reported procedure: A solution of (2-{3-chloro-5-[(2-cyano-ethyl)-cyclopropyl-carbamoyl]-phenoxy}-ethyl)-pyridin-4-yl-carbamic acid tert-butyl ester (0.075 g) in a mixture of dichloromethane (5 ml) and trifluoroacetic acid (5 ml) was stored at room temperature for 18 h and then concentrated under reduced pressure. The residue was triturated with ethereal hydrogen chloride to give the title compound (0.065 g) as a colourless gum. Reaction SMILES: C(OC(=O)[N:7]([CH2:14][CH2:15][O:16][C:17]1[CH:22]=[C:21]([C:23](=[O:32])[N:24]([CH2:28][CH2:29][C:30]#[N:31])[CH:25]2[CH2:27][CH2:26]2)[CH:20]=[C:19]([Cl:33])[CH:18]=1)[C:8]1[CH:13]=[CH:12][N:11]=[CH:10][CH:9]=1)(C)(C)C.FC(F)(F)C(O)=[O:38]>ClCCl>[ClH:33].[C:30]([CH2:29][CH2:28][N:24]([CH:25]1[CH2:26][CH2:27]1)[C:23](=[O:32])[C:21]1[CH:22]=[C:17]([O:16][CH2:15][CH2:14][NH:7][C:8]2[CH:13]=[CH:12][N:11]=[CH:10][CH:9]=2)[CH:18]=[C:19]([Cl:33])[CH:20]=1)(=[O:38])[NH2:31] |f:3.4|. Conditions: time 18 hour. Product: Cl.C(N)(=O)CCN(C(C1=CC(=CC(=C1)OCCNC1=CC=NC=C1)Cl)=O)C1CC1 (N-(2-Carbamoyl-ethyl)-3-chloro-N-cyclopropyl-5-[2-(pyridin-4-ylamino)-ethoxy]-benzamide hydrochloride). Reactants: N1N=CN=C1 (1,2,4-triazole), ClC=1N=C(C2=C(N1)SC(=C2C)C)NCC2=CC(=C(C=C2)OC)Cl (2-chloro-5,6-dimethyl-4-(3-chloro-4-methoxybenzylamino)-thieno-[2,3-d]-pyrimidine). The product is N1(N=CN=C1)C=1N=C(C2=C(N1)SC(=C2C)C)NCC2=CC(=C(C=C2)OC)Cl (2-(1,2,4-triazol-1-yl)-5,6-dimethyl-4-(3-chloro-4-methoxybenzylamino)-thieno-[2,3-d]-pyrimidine). RXN SMILES: [NH:1]1[CH:5]=[N:4][CH:3]=[N:2]1.Cl[C:7]1[N:8]=[C:9]([NH:18][CH2:19][C:20]2[CH:25]=[CH:24][C:23]([O:26][CH3:27])=[C:22]([Cl:28])[CH:21]=2)[C:10]2[C:15]([CH3:16])=[C:14]([CH3:17])[S:13][C:11]=2[N:12]=1>>[N:1]1([C:7]2[N:8]=[C:9]([NH:18][CH2:19][C:20]3[CH:25]=[CH:24][C:23]([O:26][CH3:27])=[C:22]([Cl:28])[CH:21]=3)[C:10]3[C:15]([CH3:16])=[C:14]([CH3:17])[S:13][C:11]=3[N:12]=2)[CH:5]=[N:4][CH:3]=[N:2]1. Reported procedure: Following the procedure of Example 97, the reaction of 1,2,4-triazole with 2-chloro-5,6-dimethyl-4-(3-chloro-4-methoxybenzylamino)-thieno-[2,3-d]-pyrimidine gives 2-(1,2,4-triazol-1-yl)-5,6-dimethyl-4-(3-chloro-4-methoxybenzylamino)-thieno-[2,3-d]-pyrimidine.